This data is from the Open Reaction Database (ORD), a public repository of structured organic reaction records. The task is: describe an organic reaction: reactants, conditions, products, and yield Starting materials: CCO, Cl, C=C1CC(C(=O)[O-])NC(C(=O)OCC)(C(F)F)C1, [Na+], [OH-]. Product: C=C1CC(C(=O)O)NC(C(=O)O)(C(F)F)C1. As a reaction SMILES: [CH3:22][CH2:23][OH:24].[ClH:21].[F:3][CH:4]([C:5]1([C:15](=[O:16])[O:17][CH2:18][CH3:19])[NH:6][CH:7]([C:12](=[O:13])[O-:14])[CH2:8][C:9](=[CH2:11])[CH2:10]1)[F:20].[Na+:2].[OH-:1]>>[F:3][CH:4]([C:5]1([C:15](=[O:16])[OH:17])[NH:6][CH:7]([C:12](=[O:13])[OH:14])[CH2:8][C:9](=[CH2:11])[CH2:10]1)[F:20]. Starting materials: C#CC(OCC)OCC, CCCCN, ClC=CCl, I[Cu]I, [Pd], c1ccc(P(c2ccccc2)c2ccccc2)cc1, c1ccc(P(c2ccccc2)c2ccccc2)cc1, c1ccc(P(c2ccccc2)c2ccccc2)cc1, c1ccc(P(c2ccccc2)c2ccccc2)cc1, c1ccccc1. The product is CCOC(C#CC=CCl)OCC. Reaction SMILES: [CH2:10]([CH3:11])[O:12][CH:13]([C:14]#[CH:15])[O:16][CH2:17][CH3:18].[CH2:5]([NH2:6])[CH2:7][CH2:8][CH3:9].[Cl:1][CH:2]=[CH:3][Cl:4].[Cu:25]([I:26])[I:27].[Pd:104].[c:28]1([P:29]([c:30]2[cH:31][cH:32][cH:33][cH:34][cH:35]2)[c:36]2[cH:37][cH:38][cH:39][cH:40][cH:41]2)[cH:42][cH:43][cH:44][cH:45][cH:46]1.[c:47]1([P:48]([c:49]2[cH:50][cH:51][cH:52][cH:53][cH:54]2)[c:55]2[cH:56][cH:57][cH:58][cH:59][cH:60]2)[cH:61][cH:62][cH:63][cH:64][cH:65]1.[c:66]1([P:67]([c:68]2[cH:69][cH:70][cH:71][cH:72][cH:73]2)[c:74]2[cH:75][cH:76][cH:77][cH:78][cH:79]2)[cH:80][cH:81][cH:82][cH:83][cH:84]1.[c:85]1([P:86]([c:87]2[cH:88][cH:89][cH:90][cH:91][cH:92]2)[c:93]2[cH:94][cH:95][cH:96][cH:97][cH:98]2)[cH:99][cH:100][cH:101][cH:102][cH:103]1.[cH:19]1[cH:20][cH:21][cH:22][cH:23][cH:24]1>>[Cl:1][CH:2]=[CH:3][C:15]#[C:14][CH:13]([O:12][CH2:10][CH3:11])[O:16][CH2:17][CH3:18]. Reported procedure: The title compound was prepared in an analogous manner to that of intermediate Y, except that 5-(2-chloro-4-(trifluoromethyl)phenyl)-N-(4-methoxybenzyl)-N-(thiazol-2-yl)naphthalene-2-sulfonamide was used instead of 5-(2-chloro-4-(trifluoromethyl)phenyl)-N-(pyrimidin-4-yl)naphthalene-2-sulfonamide. RXN SMILES: N1C=CC(NS(C2C=C3C(=CC=2)C(C2C=CC(C(F)(F)F)=CC=2[C:31]2[CH2:36][CH2:35][N:34]([C:37]([O:39][C:40]([CH3:43])([CH3:42])[CH3:41])=[O:38])[CH2:33][CH:32]=2)=CC=C3)(=O)=O)=NC=1.Cl[C:45]1[CH:50]=[C:49]([C:51]([F:54])([F:53])[F:52])[CH:48]=[CH:47][C:46]=1[C:55]1[CH:64]=[CH:63][CH:62]=[C:61]2[C:56]=1[CH:57]=[CH:58][C:59]([S:65]([N:68]([CH2:74][C:75]1[CH:80]=[CH:79][C:78]([O:81][CH3:82])=[CH:77][CH:76]=1)[C:69]1[S:70][CH:71]=[CH:72][N:73]=1)(=[O:67])=[O:66])=[CH:60]2>>[CH3:82][O:81][C:78]1[CH:77]=[CH:76][C:75]([CH2:74][N:68]([C:69]2[S:70][CH:71]=[CH:72][N:73]=2)[S:65]([C:59]2[CH:60]=[C:61]3[C:56](=[CH:57][CH:58]=2)[C:55]([C:46]2[CH:47]=[CH:48][C:49]([C:51]([F:52])([F:53])[F:54])=[CH:50][C:45]=2[C:31]2[CH2:36][CH2:35][N:34]([C:37]([O:39][C:40]([CH3:43])([CH3:42])[CH3:41])=[O:38])[CH2:33][CH:32]=2)=[CH:64][CH:63]=[CH:62]3)(=[O:67])=[O:66])=[CH:80][CH:79]=1. The product is COC1=CC=C(CN(S(=O)(=O)C=2C=C3C=CC=C(C3=CC2)C2=C(C=C(C=C2)C(F)(F)F)C2=CCN(CC2)C(=O)OC(C)(C)C)C=2SC=CN2)C=C1 (TERT-BUTYL 4-(2-(6-(N-(4-METHOXYBENZYL)-N-(THIAZOL-2-YL)SULFAMOYL)NAPHTHALEN-1-YL)-5-(TRIFLUOROMETHYL)PHENYL)-5,6-DIHYDROPYRIDINE-1(2H)-CARBOXYLATE). The reactants are N1=CN=C(C=C1)NS(=O)(=O)C=1C=C2C=CC=C(C2=CC1)C1=C(C=C(C=C1)C(F)(F)F)C1=CCN(CC1)C(=O)OC(C)(C)C (tert-butyl 4-(2-(6-(N-(pyrimidin-4-yl)sulfamoyl)naphthalen-1-yl)-5-(trifluoromethyl)phenyl)-5,6-dihydropyridine-1(2H)-carboxylate), ClC1=C(C=CC(=C1)C(F)(F)F)C1=C2C=CC(=CC2=CC=C1)S(=O)(=O)N(C=1SC=CN1)CC1=CC=C(C=C1)OC (5-(2-chloro-4-(trifluoromethyl)phenyl)-N-(4-methoxybenzyl)-N-(thiazol-2-yl)naphthalene-2-sulfonamide). Starting materials: NC1=CC=C(C(=O)NN)C=C1 (4-aminobenzoic acid hydrazide), C(C)SN=C=O (ethylthioisocyanate), C(C)#N (acetonitrile). Reaction conditions: temperature 24 celsius. Yields the product NC1=CC=C(C(=O)NNC(=S)NCC)C=C1 (1-(4-aminobenzoyl)-4-ethylthiosemicarbazide). RXN SMILES: [NH2:1][C:2]1[CH:11]=[CH:10][C:5]([C:6]([NH:8][NH2:9])=[O:7])=[CH:4][CH:3]=1.[CH2:12]([S:14]N=C=O)C.[C:18](#[N:20])[CH3:19]>>[NH2:1][C:2]1[CH:11]=[CH:10][C:5]([C:6]([NH:8][NH:9][C:12]([NH:20][CH2:18][CH3:19])=[S:14])=[O:7])=[CH:4][CH:3]=1. Procedure details: A mixture of 4.5 g (29.8 mmol) of 4-aminobenzoic acid hydrazide and 2.6 mL of ethylthioisocyanate in 15 mL of acetonitrile was heated at reflux for 3 hours. The solution was cooled to 24° C., and the precipitate was collected by filtration and dried under vacuum to afford 7.0 g of 1-(4-aminobenzoyl)-4-ethylthiosemicarbazide, mp 113°-115° C. Reactants: CC(=O)O, O=C1CCC(=O)N1Cl, [Na+], O=C([O-])O, CC(=O)[O-], CC(=O)[O-], [Pd+2], c1cc2c(ncn3cnnc23)s1. The product is Clc1cc2c(ncn3cnnc23)s1. Reaction SMILES: [C:26]([OH:27])(=[O:28])[CH3:29].[Cl:13][N:14]1[C:15](=[O:16])[CH2:17][CH2:18][C:19]1=[O:20].[Na+:25].[O-:21][C:22]([OH:23])=[O:24].[O-:31][C:32]([CH3:33])=[O:34].[O-:35][C:36]([CH3:37])=[O:38].[Pd+2:30].[n:1]1[n:2][cH:3][n:4]2[cH:5][n:6][c:7]3[c:8]([c:9]12)[cH:10][cH:11][s:12]3>>[n:1]1[n:2][cH:3][n:4]2[cH:5][n:6][c:7]3[c:8]([c:9]12)[cH:10][c:11]([Cl:13])[s:12]3. Starting materials: S(=O)(Cl)Cl (thionyl chloride), C1(CCCCC1)C(O)C1=C(SC(=C1)C1CCSCC1)CC (cyclohexyl[2-ethyl-5-(tetrahydro-2H-thiopyran-4-yl)thiophen-3-yl]methanol), C(O)([O-])=O.[Na+] (sodium hydrogen carbonate). The solvent is C1(=CC=CC=C1)C (toluene). Run at time 1.5 hour. The product is ClC(C=1C=C(SC1CC)C1CCSCC1)C1CCCCC1 (4-{4-[chloro(cyclohexyl)methyl]-5-ethylthiophen-2-yl}tetrahydro-2H-thiopyran). Isolated yield 95.0%. RXN SMILES: [CH:1]1([CH:7]([C:9]2[CH:13]=[C:12]([CH:14]3[CH2:19][CH2:18][S:17][CH2:16][CH2:15]3)[S:11][C:10]=2[CH2:20][CH3:21])O)[CH2:6][CH2:5][CH2:4][CH2:3][CH2:2]1.S(Cl)([Cl:24])=O.C(=O)([O-])O.[Na+]>C1(C)C=CC=CC=1>[Cl:24][CH:7]([CH:1]1[CH2:6][CH2:5][CH2:4][CH2:3][CH2:2]1)[C:9]1[CH:13]=[C:12]([CH:14]2[CH2:19][CH2:18][S:17][CH2:16][CH2:15]2)[S:11][C:10]=1[CH2:20][CH3:21] |f:2.3|. Procedure details: To a solution of cyclohexyl[2-ethyl-5-(tetrahydro-2H-thiopyran-4-yl)thiophen-3-yl]methanol (1.91 g) synthesized above in toluene (20 mL) was added thionyl chloride (516 μL), and the mixture was stirred at room temperature for 1.5 hr. The reaction mixture was poured into ice-cooled saturated aqueous sodium hydrogen carbonate solution, and the mixture was extracted with ethyl acetate. The extract was washed with saturated brine, dried over magnesium sulfate and concentrated under reduced pressure ... Starting materials: C1CCOC1, C[Si](C)(C)[N-][Si](C)(C)C, CCOC(C)=O, Clc1ccccc1-n1ncc2c(Cl)ncnc21, [Li+], Cc1nsc(NC(=O)C(O)COC(C)C)n1. Yields the product Cc1nsc(NC(=O)C(COC(C)C)Oc2ncnc3c2cnn3-c2ccccc2Cl)n1. As a reaction SMILES: [CH2:44]1[O:45][CH2:46][CH2:47][CH2:48]1.[CH3:1][Si:2]([N-:3][Si:4]([CH3:5])([CH3:6])[CH3:7])([CH3:8])[CH3:9].[CH3:49][CH2:50][O:51][C:52]([CH3:53])=[O:54].[Cl:27][c:28]1[c:29]2[c:30]([n:31][cH:32][n:33]1)[n:34](-[c:37]1[c:38]([Cl:43])[cH:39][cH:40][cH:41][cH:42]1)[n:35][cH:36]2.[Li+:10].[OH:11][CH:12]([C:13](=[O:14])[NH:15][c:16]1[n:17][c:18]([CH3:21])[n:19][s:20]1)[CH2:22][O:23][CH:24]([CH3:25])[CH3:26]>>[O:11]([CH:12]([C:13](=[O:14])[NH:15][c:16]1[n:17][c:18]([CH3:21])[n:19][s:20]1)[CH2:22][O:23][CH:24]([CH3:25])[CH3:26])[c:28]1[c:29]2[c:30]([n:31][cH:32][n:33]1)[n:34](-[c:37]1[c:38]([Cl:43])[cH:39][cH:40][cH:41][cH:42]1)[n:35][cH:36]2.